From a dataset of the Open Reaction Database (ORD), a public repository of structured organic reaction records. describe an organic reaction: reactants, conditions, products, and yield Reactants: C(C)(=O)OCC (ethyl acetate), O (water), N1CCCC1 (pyrrolidine), ClC1=C(C(=O)OC)C=C(C(=N1)Cl)F (methyl 2,6-dichloro-5-fluoronicotinate), N1CCCC1 (pyrrolidine). Yields the product ClC1=C(C(=O)OC)C=C(C(=N1)N1CCCC1)F (methyl 2-chloro-5-fluoro-6-(pyrrolidin-1-yl)nicotinate). As a reaction SMILES: [Cl:1][C:2]1[N:11]=[C:10](Cl)[C:9]([F:13])=[CH:8][C:3]=1[C:4]([O:6][CH3:7])=[O:5].[NH:14]1[CH2:18][CH2:17][CH2:16][CH2:15]1.C(OCC)(=O)C.O>CN(C)C=O.C(N(CC)CC)C>[Cl:1][C:2]1[N:11]=[C:10]([N:14]2[CH2:18][CH2:17][CH2:16][CH2:15]2)[C:9]([F:13])=[CH:8][C:3]=1[C:4]([O:6][CH3:7])=[O:5]. Conditions: time 1 hour. The solvent is CN(C=O)C (N,N-dimethylformamide), C(C)N(CC)CC (triethylamine). Procedure details: To a solution of 1.5 g of methyl 2,6-dichloro-5-fluoronicotinate in 15 mL of N,N-dimethylformamide, 0.93 mL of triethylamine was added at room temperature, and thereto was dropped 0.56 mL of pyrrolidine. The mixture was stirred at the same temperature for 1 hour, 56 μL of pyrrolidine was further added, and the mixture was stirred for 50 minutes. After leaving overnight, ethyl acetate and water were added to the reaction mixture. The organic layer was separated, and the aqueous layer was extracte... The reactants are C(C)(C)(C)OC(=O)N1CCC2=C(CC1)C(=C(C=C2)Cl)SC(N(C)C)=O (3-tert-butoxycarbonyl-7-chloro-6-dimethylcarbamoylthio-2,3,4,5-tetrahydro-1H-benzo[d]azepine), BrCC1=CC(=C(C(=O)OC)C=C1)F (methyl 4-bromomethyl-2-fluorobenzoate). Yields the product C(C)(C)(C)OC(=O)N1CCC2=C(CC1)C(=C(C=C2)Cl)SCC2=CC(=C(C=C2)C(=O)OC)F (3-tert-Butoxycarbonyl-7-chloro-6-(3-fluoro-4-methoxycarbonylbenzylthio)-2,3,4,5-tetrahydro-1H-benzo[d]azepine). RXN SMILES: [C:1]([O:5][C:6]([N:8]1[CH2:14][CH2:13][C:12]2[C:15]([S:20]C(=O)N(C)C)=[C:16]([Cl:19])[CH:17]=[CH:18][C:11]=2[CH2:10][CH2:9]1)=[O:7])([CH3:4])([CH3:3])[CH3:2].Br[CH2:27][C:28]1[CH:37]=[CH:36][C:31]([C:32]([O:34][CH3:35])=[O:33])=[C:30]([F:38])[CH:29]=1>>[C:1]([O:5][C:6]([N:8]1[CH2:14][CH2:13][C:12]2[C:15]([S:20][CH2:27][C:28]3[CH:37]=[CH:36][C:31]([C:32]([O:34][CH3:35])=[O:33])=[C:30]([F:38])[CH:29]=3)=[C:16]([Cl:19])[CH:17]=[CH:18][C:11]=2[CH2:10][CH2:9]1)=[O:7])([CH3:3])([CH3:4])[CH3:2]. Procedure details: Use a method similar to the Example 428, using 3-tert-butoxycarbonyl-7-chloro-6-dimethylcarbamoylthio-2,3,4,5-tetrahydro-1H-benzo[d]azepine and methyl 4-bromomethyl-2-fluorobenzoate, to give the desired intermediate as a white solid.